From a dataset of the Open Reaction Database (ORD), a public repository of structured organic reaction records. describe an organic reaction: reactants, conditions, products, and yield Reactants: S(=O)(=O)(O)C1=CC=C(C=C1)N=C=S.[Na] (sodium 4-sulfophenylisothiocyanate), S(=O)(=O)(O)C1=CC=C(C=C1)N=C=S.[Na] (sodium 4-sulfophenylisothiocyanate), [N-]=[N+]=[N-].[Na+] (sodium azide). Run in O (water). The product is [Na].S(=O)(=O)(O)C1=CC=C(C=C1)N1N=NN=C1S (1-(4-Sulfophenyl)-5-mercaptotetrazole sodium salt). The yield is 25.0%. RXN SMILES: [N-:1]=[N+:2]=[N-:3].[Na+].[S:5]([C:9]1[CH:14]=[CH:13][C:12]([N:15]=[C:16]=[S:17])=[CH:11][CH:10]=1)([OH:8])(=[O:7])=[O:6].[Na:18]>O>[Na:18].[S:5]([C:9]1[CH:10]=[CH:11][C:12]([N:15]2[C:16]([SH:17])=[N:3][N:2]=[N:1]2)=[CH:13][CH:14]=1)([OH:8])(=[O:6])=[O:7] |f:0.1,2.3,5.6,^1:17,19|. Procedure: 19.5 g of sodium azide was dissolved in 1.5 l of water, then 23.7 g of sodium 4-sulfophenylisothiocyanate synthesized in (1) above was added thereto. The resulting mixture was heated using a steam bath for 8 hours, followed by removing solids by filtration. After adding 125 ml of 20% sulfuric acid to the filtrate, it was concentrated under reduced pressure. Addition of 20 g of NaCl to the concentrate caused precipitation of crystals. The crystals were collected by filtration, then dissolved in a... Reactants: C(C)(C)(C)C=1C(C(=CC(C1)=NC=1C=C(C(=O)O)C=CC1O)C(C)(C)C)=O (3-(2,6-di-tertiary-butylcyclohexadienon-4-ylideneamino)-4-hydroxybenzoic acid), C(C)O (ethanol), [H][H] (Hydrogen). Solvent: O1CCCC1 (tetrahydrofuran). The product is C(C)(C)(C)C=1C=C(NC=2C=C(C(=O)O)C=CC2O)C=C(C1O)C(C)(C)C (3-(3,5-di-tertiary-butyl-4-hydroxyanilino)-4-hydroxybenzoic acid). The yield is 63.6%. RXN SMILES: [C:1]([C:5]1[C:6](=[O:26])[C:7]([C:22]([CH3:25])([CH3:24])[CH3:23])=[CH:8][C:9](=[N:11][C:12]2[CH:13]=[C:14]([CH:18]=[CH:19][C:20]=2[OH:21])[C:15]([OH:17])=[O:16])[CH:10]=1)([CH3:4])([CH3:3])[CH3:2].C(O)C.[H][H]>O1CCCC1>[C:1]([C:5]1[CH:10]=[C:9]([CH:8]=[C:7]([C:22]([CH3:25])([CH3:24])[CH3:23])[C:6]=1[OH:26])[NH:11][C:12]1[CH:13]=[C:14]([CH:18]=[CH:19][C:20]=1[OH:21])[C:15]([OH:17])=[O:16])([CH3:4])([CH3:3])[CH3:2]. Procedure details: A mixture of 5.0 g of 3-(2,6-di-tertiary-butylcyclohexadienon-4-ylideneamino)-4-hydroxybenzoic acid, 0.05 g of 5% palaldium on charcoal catalyst, 250 ml of ethanol and 50 ml of tetrahydrofuran was placed on a Paar apparatus. Hydrogen uptake was complete in about 10 minutes. The reaction mixture was filtered to remove catalyst. The filtrate was evaporated to give a tan solid which was recrystallized from a mixture of 40 ml of ethanol and 15 ml of water to give 3.2 g of reddish tan granular 3-(3,5... Reactants: CCCOc1cccc(C=O)c1, CCOC(=O)CP(=O)(OCC)OCC, C1CCOC1, Cl, [H-], [Na+], O. Product: CCCOc1cccc(C=CC(=O)OCC)c1. Reaction SMILES: [CH2:17]([CH2:18][CH3:19])[O:20][c:21]1[cH:22][c:23]([CH:24]=[O:25])[cH:26][cH:27][cH:28]1.[CH2:1]([O:2][P:3]([O:4][CH2:5][CH3:6])(=[O:7])[CH2:9][C:10](=[O:11])[O:12][CH2:13][CH3:14])[CH3:8].[CH2:30]1[O:31][CH2:32][CH2:33][CH2:34]1.[ClH:29].[H-:15].[Na+:16].[OH2:35]>>[CH:9]([C:10](=[O:11])[O:12][CH2:13][CH3:14])=[CH:24][c:23]1[cH:22][c:21]([O:20][CH2:17][CH2:18][CH3:19])[cH:28][cH:27][cH:26]1.